Task: describe an organic reaction: reactants, conditions, products, and yield. Dataset: the Open Reaction Database (ORD), a public repository of structured organic reaction records Starting materials: COC(=O)[C@@H]1CC[C@H](CC1)C(N=C(C)N(C)C)=S (trans-4-[1-dimethylamino-ethylidenethiocarbamoyl]-cyclohexanecarboxylic acid methyl ester), N1=CC=CC=C1 (pyridine), NOS(=O)(=O)O (hydroxylamine-O-sulfonic acid). The solvent is C(C)O (ethanol), CO (methanol). Yields the product COC(=O)[C@@H]1CC[C@H](CC1)C1=NC(=NS1)C (trans-4-(3-Methyl-[1,2,4]thiadiazol-5-yl)-cyclohexanecarboxylic acid methyl ester). Yield: 88.4%. Reaction SMILES: [CH3:1][O:2][C:3]([C@H:5]1[CH2:10][CH2:9][C@H:8]([C:11](=[S:18])[N:12]=[C:13]([N:15](C)C)[CH3:14])[CH2:7][CH2:6]1)=[O:4].N1C=CC=CC=1.NOS(O)(=O)=O>C(O)C.CO>[CH3:1][O:2][C:3]([C@H:5]1[CH2:10][CH2:9][C@H:8]([C:11]2[S:18][N:15]=[C:13]([CH3:14])[N:12]=2)[CH2:7][CH2:6]1)=[O:4]. Procedure: To a solution of trans-4-[1-dimethylamino-ethylidenethiocarbamoyl]-cyclohexanecarboxylic acid methyl ester (0.87 g, 3.2 mmol) and pyridine (0.52 ml, 6.5 mmol) in ethanol (6 ml) was added a solution of hydroxylamine-O-sulfonic acid (0.45 g; 3.6 mmol) in methanol (3 ml) at room temperature. After stirring over night the reaction mixture was partitioned between 1 M aqueous hydrochloric acid solution (100 ml) and ethyl acetate (100 ml). The layers were separated. The aqueous layer was extracted with... Procedure: Following the procedure as described in Example 6, making variations as required to replace ethyl 4-methyl-2-(2-oxo-3-phenylimidazolidin-1-yl)thiazole-5-carboxylate with ethyl 4-methyl-2-(2-oxo-3-propylimidazolidin-1-yl)thiazole-5-carboxylate, the title compound was obtained in 94% yield: 1H NMR (300 MHZ, DMSO-d6) δ 3.98-3.89 (m, 2H), 3.57-3.44 (m, 2H), 3.14 (t, J=7.2 Hz, 2H), 2.45 (s, 3H), 1.54-1.42 (m, 2H), 0.79 (t, J=7.2 Hz, 3H); MS (ES+) m/z 270.2 (M+1). RXN SMILES: [CH3:1][C:2]1[N:3]=[C:4]([N:12]2[CH2:16][CH2:15][N:14]([C:17]3C=CC=[CH:19][CH:18]=3)[C:13]2=[O:23])[S:5][C:6]=1[C:7]([O:9]CC)=[O:8].CC1N=C(N2CCN(CCC)C2=O)SC=1C(OCC)=O>>[CH3:1][C:2]1[N:3]=[C:4]([N:12]2[CH2:16][CH2:15][N:14]([CH2:17][CH2:18][CH3:19])[C:13]2=[O:23])[S:5][C:6]=1[C:7]([OH:9])=[O:8]. Yields the product CC=1N=C(SC1C(=O)O)N1C(N(CC1)CCC)=O (4-methyl-2-(2-oxo-3-propylimidazolidin-1-yl)thiazole-5-carboxylic acid). The reactants are CC=1N=C(SC1C(=O)OCC)N1C(N(CC1)C1=CC=CC=C1)=O (ethyl 4-methyl-2-(2-oxo-3-phenylimidazolidin-1-yl)thiazole-5-carboxylate), CC=1N=C(SC1C(=O)OCC)N1C(N(CC1)CCC)=O (ethyl 4-methyl-2-(2-oxo-3-propylimidazolidin-1-yl)thiazole-5-carboxylate). The yield is 94.0%. Starting materials: CC(C)(C=CC(=O)O)NC(=O)OC(C)(C)C, CCN(C(C)C)C(C)C, CCN=C=NCCCN(C)C, CNC(Cc1ccc2ccccc2c1)C(=O)N(C)C(Cc1ccccc1)c1nnc(C(N)=O)o1, CCOC(C)=O, ClCCl, Cl, On1nnc2cccnc21. Product: CN(C(=O)C=CC(C)(C)NC(=O)OC(C)(C)C)C(Cc1ccc2ccccc2c1)C(=O)N(C)C(Cc1ccccc1)c1nnc(C(N)=O)o1. Reaction SMILES: [C:1]([CH3:2])([CH3:3])([CH3:4])[O:5][C:6](=[O:7])[NH:8][C:9]([CH:10]=[CH:11][C:12](=[O:13])[OH:14])([CH3:15])[CH3:16].[CH2:73]([N:74]([CH:75]([CH3:76])[CH3:77])[CH:78]([CH3:79])[CH3:80])[CH3:81].[CH3:28][N:29]([CH3:30])[CH2:31][CH2:32][CH2:33][N:34]=[C:35]=[N:36][CH2:37][CH3:38].[CH3:39][N:40]([CH:41]([CH2:42][c:43]1[cH:44][cH:45][cH:46][cH:47][cH:48]1)[c:49]1[n:50][n:51][c:52]([C:54](=[O:55])[NH2:56])[o:53]1)[C:57]([CH:58]([CH2:59][c:60]1[cH:61][c:62]2[cH:63][cH:64][cH:65][cH:66][c:67]2[cH:68][cH:69]1)[NH:70][CH3:71])=[O:72].[CH3:85][CH2:86][O:87][C:88](=[O:89])[CH3:90].[Cl:82][CH2:83][Cl:84].[ClH:27].[OH:17][n:18]1[c:19]2[n:20][cH:21][cH:22][cH:23][c:24]2[n:25][n:26]1>>[C:1]([CH3:2])([CH3:3])([CH3:4])[O:5][C:6](=[O:7])[NH:8][C:9]([CH:10]=[CH:11][C:12](=[O:14])[N:70]([CH:58]([C:57]([N:40]([CH3:39])[CH:41]([CH2:42][c:43]1[cH:44][cH:45][cH:46][cH:47][cH:48]1)[c:49]1[n:50][n:51][c:52]([C:54](=[O:55])[NH2:56])[o:53]1)=[O:72])[CH2:59][c:60]1[cH:61][c:62]2[cH:63][cH:64][cH:65][cH:66][c:67]2[cH:68][cH:69]1)[CH3:71])([CH3:15])[CH3:16]. Starting materials: C#CC1(O)CCOCC1, ClCCl, O=C(O)C(F)(F)F, O=C1CC(c2cccc(I)c2)=Nc2ccc(C#Cc3ccccc3)cc2N1, N#Cc1cccc(C2=Nc3ccc(C#CC4(O)CCOCC4)cc3NC(=O)C2)c1. The product is N#Cc1cccc(C2=Nc3ccc(C#CC4=CCOCC4)cc3NC(=O)C2)c1. As a reaction SMILES: [C:57]([C:58]1([OH:59])[CH2:60][CH2:61][O:62][CH2:63][CH2:64]1)#[CH:65].[Cl:73][CH2:74][Cl:75].[F:66][C:67]([F:68])([F:69])[C:70]([OH:71])=[O:72].[I:30][c:31]1[cH:32][c:33]([C:34]2=[N:53][c:52]3[c:39]([cH:40][c:41]([C:42]#[C:43][c:44]4[cH:45][cH:46][cH:47][cH:48][cH:49]4)[cH:50][cH:51]3)[NH:38][C:36](=[O:37])[CH2:35]2)[cH:54][cH:55][cH:56]1.[OH:1][C:2]1([C:8]#[C:9][c:10]2[cH:11][c:12]3[c:13]([cH:28][cH:29]2)[N:14]=[C:15]([c:20]2[cH:21][c:22]([C:23]#[N:24])[cH:25][cH:26][cH:27]2)[CH2:16][C:17](=[O:19])[NH:18]3)[CH2:3][CH2:4][O:5][CH2:6][CH2:7]1>>[C:2]1([C:8]#[C:9][c:10]2[cH:11][c:12]3[c:13]([cH:28][cH:29]2)[N:14]=[C:15]([c:20]2[cH:21][c:22]([C:23]#[N:24])[cH:25][cH:26][cH:27]2)[CH2:16][C:17](=[O:19])[NH:18]3)=[CH:3][CH2:4][O:5][CH2:6][CH2:7]1. The reactants are C1(=CN2CCCC3=CC=CC1=C23)C=2C(NC(C2C2=CNC3=CC=C(C=C23)C2=CC(=CC=C2)C)=O)=O (3-(5,6-Dihydro-4H-pyrrolo[3,2,1-ij]quinolin-1yl)-4-(5-(3-methylphenyl)-1H-indol-3-yl) pyrrole-2,5-dione). Solvent: CO (methanol). Yields the product C1(=CN2CCCC3=CC=CC1=C23)[C@@H]2C(NC([C@H]2C2=CNC3=CC=C(C=C23)C2=CC(=CC=C2)C)=O)=O ((±)-trans-3-(5,6-dihydro-4H-pyrrolo[3,2,1-ij]quinolin-1yl)-4-(5-(3-methylphenyl)-1H-indol-3-yl)pyrrolidine-2,5-dione). As a reaction SMILES: [C:1]1([C:13]2[C:14](=[O:35])[NH:15][C:16](=[O:34])[C:17]=2[C:18]2[C:26]3[C:21](=[CH:22][CH:23]=[C:24]([C:27]4[CH:32]=[CH:31][CH:30]=[C:29]([CH3:33])[CH:28]=4)[CH:25]=3)[NH:20][CH:19]=2)[C:11]2=[C:12]3[C:7](=[CH:8][CH:9]=[CH:10]2)[CH2:6][CH2:5][CH2:4][N:3]3[CH:2]=1>CO>[C:1]1([C@H:13]2[C@H:17]([C:18]3[C:26]4[C:21](=[CH:22][CH:23]=[C:24]([C:27]5[CH:32]=[CH:31][CH:30]=[C:29]([CH3:33])[CH:28]=5)[CH:25]=4)[NH:20][CH:19]=3)[C:16](=[O:34])[NH:15][C:14]2=[O:35])[C:11]2=[C:12]3[C:7](=[CH:8][CH:9]=[CH:10]2)[CH2:6][CH2:5][CH2:4][N:3]3[CH:2]=1. Procedure details: 3-(5,6-Dihydro-4H-pyrrolo[3,2,1-ij]quinolin-1yl)-4-(5-(3-methylphenyl)-1H-indol-3-yl) pyrrole-2,5-dione, prepared as in Example 34, was reduced with Mg in methanol as described in Example 2, Procedure C, to yield (±)-trans-3-(5,6-dihydro-4H-pyrrolo[3,2,1-ij]quinolin-1yl)-4-(5-(3-methylphenyl)-1H-indol-3-yl)pyrrolidine-2,5-dione. 1H NMR (CD3OD) δ: 1.98-2.18 (m, 2H), 2.34 (s, 3H), 2.85-3.00 (m, 2H), 3.90-3.98 (m, 1H), 3.98-4.09 (m, 1H), 4.35 (d, J=7.2 Hz, 1H), 4.64 (d, J=6.8 Hz, 1H), 6.88-6.99 (m,... The reactants are C#CCCCCCCCCCC (Dodec-1-yne), CO (methanol), CCOCC (ether), O=O (oxygen). The reagents and catalysts are C(C)(=O)[O-].[Cu+2].C(C)(=O)[O-] (copper acetate). The solvent is N1=CC=CC=C1 (pyridine). Run at time 72 hour. Yields the product CCCCCCCCCCC#CC#CCCCCCCCCCC (tetracosa-11,13-diyne). As a reaction SMILES: [CH:1]#[C:2][CH2:3][CH2:4][CH2:5][CH2:6][CH2:7][CH2:8][CH2:9][CH2:10][CH2:11][CH3:12].CO.CCO[CH2:18][CH3:19].O=O>N1C=CC=CC=1.C([O-])(=O)C.[Cu+2].C([O-])(=O)C>[CH3:1][CH2:2][CH2:3][CH2:4][CH2:5][CH2:6][CH2:7][CH2:8][CH2:9][CH2:10][C:11]#[C:12][C:1]#[C:2][CH2:3][CH2:4][CH2:5][CH2:6][CH2:7][CH2:8][CH2:9][CH2:10][CH2:18][CH3:19] |f:5.6.7|. Reported procedure: Dodec-1-yne (EGA 24,440-6) (1.2 g) was heated in the presence of copper acetate (4 g) in a mixture of pyridine (100 cm3) , methanol 300 cm3) and ether (400 cm3), for 72 h, at 30°-32° C., in the presence of a gentle stream of pure oxygen. The ether and methanol were then evaporated off under reduced pressure after the excess dissolved oxygen had been removed by the passage of argon, in the presence of 1 g of CuCl. The solution was taken up by fresh anhydrous pyridine (400 cm3) for 72 h at 47° C. ... The reactants are FC(C(C(F)(F)F)(OCC1=CC=C(C=C1)OC)C=1C=C(C=CC1)O)(F)F (3-[2,2,2-Trifluoro-1-(4-methoxy-benzyloxy)-1-trifluoromethyl-ethyl]-phenol), BrCCCO (3-bromo-1-propanol), C(=O)([O-])[O-].[Cs+].[Cs+] (Cs2CO3), [I-].[K+] (potassium iodide). Solvent: CC(=O)C (acetone). Conditions: temperature 50 celsius, time 8 hour. Product: FC(C(C(F)(F)F)(OCC1=CC=C(C=C1)OC)C=1C=C(OCCCO)C=CC1)(F)F (3-{3-[2,2,2-trifluoro-1-(4-methoxy-benzyloxy)-1-trifluoromethyl-ethyl]-phenoxy}-propan-1-ol). Yield: 86.5%. Reaction SMILES: [F:1][C:2]([F:26])([F:25])[C:3]([C:18]1[CH:19]=[C:20]([OH:24])[CH:21]=[CH:22][CH:23]=1)([O:8][CH2:9][C:10]1[CH:15]=[CH:14][C:13]([O:16][CH3:17])=[CH:12][CH:11]=1)[C:4]([F:7])([F:6])[F:5].Br[CH2:28][CH2:29][CH2:30][OH:31].C([O-])([O-])=O.[Cs+].[Cs+].[I-].[K+]>CC(C)=O>[F:1][C:2]([F:25])([F:26])[C:3]([C:18]1[CH:19]=[C:20]([CH:21]=[CH:22][CH:23]=1)[O:24][CH2:28][CH2:29][CH2:30][OH:31])([O:8][CH2:9][C:10]1[CH:11]=[CH:12][C:13]([O:16][CH3:17])=[CH:14][CH:15]=1)[C:4]([F:6])([F:5])[F:7] |f:2.3.4,5.6|. Procedure details: 1.12 g (2.9 mmol) of 3-[2,2,2-trifluoro-1-(4-methoxy-benzyloxy)-1-trifluoromethyl-ethyl]-phenol (example 5) in 20 ml of acetone were treated with 0.51 mL (5.9 mmol) of 3-bromo-1-propanol in the presence of 1.9 g (5.9 mmol) Cs2CO3 and 245 mg (1.5 mmol) of potassium iodide. The reaction mixture was stirred at 50° C. overnight, filtered and evaporated. The crude product was redissolved in EtOAc and a 1M KHSO4 solution, the phases were separated and the inorganic one extracted with EtOAc. The combin... Reactants: ClC=1C=C(C=CC1)C(C(=O)O)CC1CCCC1 (2-(3-chloro-phenyl)-3-cyclopentyl-propionic acid), solution, C(C(=O)Cl)(=O)Cl (oxalyl chloride), COC(C1=CN=C(C=C1)N)=O (6-amino-nicotinic acid methyl ester), C(C)(C)N(C(C)C)CC (N,N-diisopropylethylamine). Reagents/catalysts: CN(C=O)C (N,N-dimethylformamide). Run in C(Cl)Cl (methylene chloride), C(Cl)Cl (methylene chloride). Run at temperature 25 celsius, time 2 hour. The product is hexanes ethyl acetate, COC(C1=CN=C(C=C1)NC(C(CC1CCCC1)C1=CC(=CC=C1)Cl)=O)=O (6-[2-(3-chloro-phenyl)-3-cyclopentyl-propionylamino]-nicotinic acid methyl ester). Isolated yield 19.6%. Reaction SMILES: [Cl:1][C:2]1[CH:3]=[C:4]([CH:8]([CH2:12][CH:13]2[CH2:17][CH2:16][CH2:15][CH2:14]2)[C:9]([OH:11])=O)[CH:5]=[CH:6][CH:7]=1.C(Cl)(=O)C(Cl)=O.[CH3:24][O:25][C:26](=[O:34])[C:27]1[CH:32]=[CH:31][C:30]([NH2:33])=[N:29][CH:28]=1.C(N(CC)C(C)C)(C)C>C(Cl)Cl.CN(C)C=O>[CH3:24][O:25][C:26](=[O:34])[C:27]1[CH:32]=[CH:31][C:30]([NH:33][C:9](=[O:11])[CH:8]([C:4]2[CH:5]=[CH:6][CH:7]=[C:2]([Cl:1])[CH:3]=2)[CH2:12][CH:13]2[CH2:17][CH2:16][CH2:15][CH2:14]2)=[N:29][CH:28]=1. Procedure: A solution of 2-(3-chloro-phenyl)-3-cyclopentyl-propionic acid (504 mg, 2.0 mmol) in methylene chloride (20 mL) cooled to 0° C. was treated with a 2.0M solution of oxalyl chloride in methylene chloride (1.1 mL, 2.2 mmol) and a few drops of N,N-dimethylformamide. The reaction mixture was stirred at 0° C. for 15 min and at 25° C. for 2 h. The reaction mixture was then treated with 6-amino-nicotinic acid methyl ester (532 mg, 3.5 mmol) and N,N-diisopropylethylamine (0.84 mL, 4.8 mmol). This solutio... The reactants are BrCc1ccccc1, O=C([O-])[O-], [K+], [K+], CN(C)C=O, COC(=O)c1cc(O)cc(OC(C)C)c1. Yields the product COC(=O)c1cc(OCc2ccccc2)cc(OC(C)C)c1. Reaction SMILES: [Br:22][CH2:23][c:24]1[cH:25][cH:26][cH:27][cH:28][cH:29]1.[C:16](=[O:17])([O-:18])[O-:19].[K+:20].[K+:21].[O:30]=[CH:31][N:32]([CH3:33])[CH3:34].[OH:1][c:2]1[cH:3][c:4]([C:5](=[O:6])[O:7][CH3:8])[cH:9][c:10]([O:12][CH:13]([CH3:14])[CH3:15])[cH:11]1>>[O:1]([c:2]1[cH:3][c:4]([C:5](=[O:6])[O:7][CH3:8])[cH:9][c:10]([O:12][CH:13]([CH3:14])[CH3:15])[cH:11]1)[CH2:23][c:24]1[cH:25][cH:26][cH:27][cH:28][cH:29]1. Product: CCOC(=O)C1CNCCC1C. Reaction SMILES: [C:33]([OH:34])(=[O:35])[CH3:36].[CH2:14]([CH3:15])[N:16]1[CH2:17][CH2:18][CH:19]([CH3:20])[CH:21]([C:22]([OH:23])=[O:24])[CH2:25]1.[CH3:2][CH:3]1[CH:4]([C:9](=[O:10])[OH:11])[CH2:5][NH:6][CH2:7][CH2:8]1.[CH3:37][CH2:38][OH:39].[Cl:40][CH:41]([Cl:42])[Cl:43].[ClH:12].[ClH:13].[ClH:1].[NH4+:32].[Na+:30].[O-:26][C:27]([OH:28])=[O:29].[OH-:31]>>[CH3:2][CH:3]1[CH:4]([C:9](=[O:10])[O:11][CH2:14][CH3:15])[CH2:5][NH:6][CH2:7][CH2:8]1. The reactants are CC(=O)O, CCN1CCC(C)C(C(=O)O)C1, CC1CCNCC1C(=O)O, CCO, ClC(Cl)Cl, Cl, Cl, Cl, [NH4+], [Na+], O=C([O-])O, [OH-].